Dataset: the Open Reaction Database (ORD), a public repository of structured organic reaction records. Task: describe an organic reaction: reactants, conditions, products, and yield Starting materials: ClC1=CC=C(C=N1)OC[C@H]1N(CC1)C(=O)OC(C)(C)C (6-chloro-3-(1-BOC-2-(S)-azetidinylmethoxy)pyridine), C(=O)(C(F)(F)F)O (TFA). The solvent is C(Cl)Cl (methylene chloride). The product is Cl.Cl.N1=CC=C(C=C1)C=CC=1C=C(C=NC1Cl)OC[C@H]1NCC1 (5-(2-(4-Pyridinyl)vinyl)-6-chloro-3-(2-(S)-azetidinylmethoxy)pyridine dihydrochloride). Yield: 79.0%. RXN SMILES: [Cl:1][C:2]1[N:7]=[CH:6][C:5]([O:8][CH2:9][C@@H:10]2[CH2:13][CH2:12][N:11]2C(OC(C)(C)C)=O)=[CH:4][CH:3]=1.[C:21](O)([C:23](F)(F)F)=O>C(Cl)Cl>[ClH:1].[ClH:1].[N:7]1[CH:2]=[CH:3][C:4]([CH:21]=[CH:23][C:3]2[CH:4]=[C:5]([O:8][CH2:9][C@@H:10]3[CH2:13][CH2:12][NH:11]3)[CH:6]=[N:7][C:2]=2[Cl:1])=[CH:5][CH:6]=1 |f:3.4.5|. Reported procedure: To a solution of 5-2-(4-Pyridinyl)vinyl)-6-chloro-3-(1-BOC-2-(S)-azetidinylmethoxy)pyridine from step 89a (176 mg) in methylene chloride (3 mL) and TFA (1.5 mL) was stirred at room temperature for 3 hours. The solvent was removed, and the residue was chromatographed on a silica gel column, eluting with chloroform:methanol:NH4OH 10:1:0.1 to afford the free base of the title compound (102 mg, 79% yield). MS (DCI/NH3) m/z 302 (M+H)+. 1 H NMR (CDCl3, 300 MHz) δ: 2.24-2.48 (m, 2H), 3.42-2.54 (m, 1H),... Procedure details: Acetyl chloride (3.0 eq) was added drop wise to ethanol and stirred for additionally 30 min after completed addition. 3-(2-Amino-thiazol-5-ylsulfanyl)-2,2-dimethyl-propionic acid was added neat to this solution and the mixture was stirred at 50° C. for 18 h. The mixture was concentrated under reduced pressure and diluted with ethyl acetate and water. The strongly acidic solution was added NaHCO3 (aq; sat) to pH=8. The phases were separated and the aqueous phase extracted with additional ethyl ac... Reaction conditions: time 30 minute. Run in C(C)O (ethanol). As a reaction SMILES: [C:1](Cl)(=[O:3])[CH3:2].[NH2:5][C:6]1[S:7][C:8]([S:11][CH2:12][C:13]([CH3:18])([CH3:17])[C:14](O)=[O:15])=[CH:9][N:10]=1>C(O)C>[CH2:1]([O:3][C:14](=[O:15])[C:13]([CH3:17])([CH3:18])[CH2:12][S:11][C:8]1[S:7][C:6]([NH2:5])=[N:10][CH:9]=1)[CH3:2]. Product: C(C)OC(C(CSC1=CN=C(S1)N)(C)C)=O (3-(2-amino-thiazol-5-ylsulfanyl)-2,2-dimethyl-propionic acid ethyl ester). Starting materials: C(C)(=O)Cl (Acetyl chloride), NC=1SC(=CN1)SCC(C(=O)O)(C)C (3-(2-Amino-thiazol-5-ylsulfanyl)-2,2-dimethyl-propionic acid). Reactants: [OH-].[K+] (potassium hydroxide), BrC12CC3(CC(CC(C1)C3)(C2)C)C (1-bromo-3,5-dimethyl adamantane), NC(=O)N (urea), P(O)(O)(O)=O (phosphoric acid). Run in C(=O)O (formic acid). Conditions: temperature 80 celsius, time 3 hour. The product is NC12CC3(CC(CC(C1)C3)(C2)C)C (1-amino-3,5-dimethyl adamantane). RXN SMILES: Br[C:2]12[CH2:11][C:6]3([CH3:12])[CH2:7][CH:8]([CH2:10][C:4]([CH3:13])([CH2:5]3)[CH2:3]1)[CH2:9]2.[NH2:14]C(N)=O.P(=O)(O)(O)O.[OH-].[K+]>C(O)=O>[NH2:14][C:2]12[CH2:11][C:6]3([CH3:12])[CH2:7][CH:8]([CH2:10][C:4]([CH3:13])([CH2:5]3)[CH2:3]1)[CH2:9]2 |f:3.4|. Procedure details: To 100 g of 1-bromo-3,5-dimethyl adamantane and 86 g of urea, adding 80 ml of 80 wt % formic acid, heating to 80° C. and holding for 3 hours. Cooling to the room temperature and adding 75 ml of 85% phosphoric acid to hydrolyze at 80° C. for 1 hour. Adjusting with 10% potassium hydroxide aqueous solution to a pH of 12. Extracting with toluene twice, combining the organic layers and washing with water. Concentrating under reduced pressure to yield a limpid yellow solution as 1-amino-3,5-dimethyl a... Reactants: BrCc1ccccc1, C#CC(=O)O, O=C([O-])[O-], [K+], [K+], CN(C)C=O, O. Product: C#CC(=O)OCc1ccccc1. As a reaction SMILES: [Br:12][CH2:13][c:14]1[cH:15][cH:16][cH:17][cH:18][cH:19]1.[C:1]([C:2]#[CH:3])(=[O:4])[OH:5].[C:6](=[O:7])([O-:8])[O-:9].[K+:10].[K+:11].[O:21]=[CH:22][N:23]([CH3:24])[CH3:25].[OH2:20]>>[C:1]([C:2]#[CH:3])([O:4][CH2:13][c:14]1[cH:15][cH:16][cH:17][cH:18][cH:19]1)=[O:5]. Reactants: CC#N, COc1ccc(B(O)O)cc1, CO, CC(C)(C)OC(=O)N1CCC(Nc2cc(N)ncc2Br)CC1, [Na+], [Na+], O=C([O-])[O-], c1ccc(P(c2ccccc2)(c2ccccc2)[Pd](P(c2ccccc2)(c2ccccc2)c2ccccc2)(P(c2ccccc2)(c2ccccc2)c2ccccc2)P(c2ccccc2)(c2ccccc2)c2ccccc2)cc1. Yields the product COc1ccc(-c2cnc(N)cc2NC2CCN(C(=O)OC(C)(C)C)CC2)cc1. Reaction SMILES: [CH3:1][C:2]#[N:3].[CH3:32][O:33][c:34]1[cH:35][cH:36][c:37]([B:40]([OH:41])[OH:42])[cH:38][cH:39]1.[CH3:43][OH:44].[NH2:10][c:11]1[n:12][cH:13][c:14]([Br:31])[c:15]([NH:17][CH:18]2[CH2:19][CH2:20][N:21]([C:24](=[O:25])[O:26][C:27]([CH3:28])([CH3:29])[CH3:30])[CH2:22][CH2:23]2)[cH:16]1.[Na+:4].[Na+:5].[O-:6][C:7](=[O:8])[O-:9].[cH:45]1[cH:46][cH:47][c:48]([P:49]([Pd:50]([P:51]([c:52]2[cH:53][cH:54][cH:55][cH:56][cH:57]2)([c:58]2[cH:59][cH:60][cH:61][cH:62][cH:63]2)[c:64]2[cH:65][cH:66][cH:67][cH:68][cH:69]2)([P:70]([c:71]2[cH:72][cH:73][cH:74][cH:75][cH:76]2)([c:77]2[cH:78][cH:79][cH:80][cH:81][cH:82]2)[c:83]2[cH:84][cH:85][cH:86][cH:87][cH:88]2)[P:89]([c:90]2[cH:91][cH:92][cH:93][cH:94][cH:95]2)([c:96]2[cH:97][cH:98][cH:99][cH:100][cH:101]2)[c:102]2[cH:103][cH:104][cH:105][cH:106][cH:107]2)([c:108]2[cH:109][cH:110][cH:111][cH:112][cH:113]2)[c:114]2[cH:115][cH:116][cH:117][cH:118][cH:119]2)[cH:120][cH:121]1>>[NH2:10][c:11]1[n:12][cH:13][c:14](-[c:37]2[cH:36][cH:35][c:34]([O:33][CH3:32])[cH:39][cH:38]2)[c:15]([NH:17][CH:18]2[CH2:19][CH2:20][N:21]([C:24](=[O:25])[O:26][C:27]([CH3:28])([CH3:29])[CH3:30])[CH2:22][CH2:23]2)[cH:16]1.